This data is from the Open Reaction Database (ORD), a public repository of structured organic reaction records. The task is: describe an organic reaction: reactants, conditions, products, and yield Starting materials: [Al+3], CCCC1CCC(C(=O)OCC)CC1, CCOC(C)=O, [H-], [H-], [H-], [H-], [Li+], O. The product is CCCC1CCC(CO)CC1. Reaction SMILES: [Al+3:2].[CH2:7]([CH2:8][CH3:9])[CH:10]1[CH2:11][CH2:12][CH:13]([C:16](=[O:17])[O:18][CH2:19][CH3:20])[CH2:14][CH2:15]1.[CH3:21][CH2:22][O:23][C:24](=[O:25])[CH3:26].[H-:1].[H-:4].[H-:5].[H-:6].[Li+:3].[OH2:27]>>[CH2:7]([CH2:8][CH3:9])[CH:10]1[CH2:11][CH2:12][CH:13]([CH2:16][OH:17])[CH2:14][CH2:15]1.